describe an organic reaction: reactants, conditions, products, and yield From a dataset of the Open Reaction Database (ORD), a public repository of structured organic reaction records. Reactants: resultant mixture, FC1=C(C=C(C=C1)C(F)(F)F)B(O)O (2-fluoro-5-(trifluoromethyl)phenylboronic acid), ClC1=NC=CC(=C1)[N+](=O)[O-] (2-chloro-4-nitro-pyridine), C(C)(C)(C)P(C[Si](C)(C)C)C(C)(C)C (di-tert-butyl-trimethylsilylmethyl-phosphane), C([O-])([O-])=O.[Cs+].[Cs+] (cesium carbonate). Reagents/catalysts: [Pd].[Pd].C(C1=CC=CC=C1)=CC(=O)C=CC1=CC=CC=C1.C(C1=CC=CC=C1)=CC(=O)C=CC1=CC=CC=C1.C(C1=CC=CC=C1)=CC(=O)C=CC1=CC=CC=C1 (tris(dibenzylideneacetone) dipalladium (0)). Solvent: O (water), O1CCOCC1 (dioxane). The product is FC1=C(C=C(C=C1)C(F)(F)F)C1=NC=CC(=C1)[N+](=O)[O-] (2-(2-Fluoro-5-trifluoromethyl-phenyl)-4-nitro-pyridine). RXN SMILES: [F:1][C:2]1[CH:7]=[CH:6][C:5]([C:8]([F:11])([F:10])[F:9])=[CH:4][C:3]=1B(O)O.Cl[C:16]1[CH:21]=[C:20]([N+:22]([O-:24])=[O:23])[CH:19]=[CH:18][N:17]=1.C(P(C(C)(C)C)C[Si](C)(C)C)(C)(C)C.C(=O)([O-])[O-].[Cs+].[Cs+]>[Pd].[Pd].C(=CC(C=CC1C=CC=CC=1)=O)C1C=CC=CC=1.C(=CC(C=CC1C=CC=CC=1)=O)C1C=CC=CC=1.C(=CC(C=CC1C=CC=CC=1)=O)C1C=CC=CC=1.O.O1CCOCC1>[F:1][C:2]1[CH:7]=[CH:6][C:5]([C:8]([F:11])([F:10])[F:9])=[CH:4][C:3]=1[C:16]1[CH:21]=[C:20]([N+:22]([O-:24])=[O:23])[CH:19]=[CH:18][N:17]=1 |f:3.4.5,6.7.8.9.10|. Procedure details: 10.0 g (0.0481 mol) of 2-fluoro-5-(trifluoromethyl)phenylboronic acid, 6.86 g (0.0433 mol) of 2-chloro-4-nitro-pyridine, 1.10 g (0.0012 mol) of tris(dibenzylideneacetone) dipalladium (0), 0.67 g (0.00289 mol) of di-tert-butyl-trimethylsilylmethyl-phosphane, 15.67 g (0.0481 mol) of cesium carbonate and 100 ml of dioxane were stirred at room temperature for 24 hours. The resultant mixture was poured into 200 ml of water and extracted twice with 200 ml of methylene chloride. The organic phase was d... Starting materials: C1(CCCC1)CC(C(=O)O)N1N=CC(=CC1=O)OC1=C(C=CC=C1)CCO (3-cyclopentyl-2-{4-[2-(2-hydroxy-ethyl)-phenoxy]-6-oxo-6H-pyridazin-1-yl}-propionic acid), CC1(OC[C@H](O1)CN1N=C(C=C1)N)C (1-((R)-2,2-dimethyl-[1,3]dioxolan-4-ylmethyl)-1H-pyrazol-3-ylamine), C1(CCCC1)CC(C(=O)O)N1N=CC(=CC1=O)OC1=C(C=CC=C1)CCO (3-cyclopentyl-2-{4-[2-(2-hydroxy-ethyl)-phenoxy]-6-oxo-6H-pyridazin-1-yl}-propionic acid), CC1(OC[C@H](O1)CN1N=C(C=C1)N)C (1-((R)-2,2-dimethyl-[1,3]dioxolan-4-ylmethyl)-1H-pyrazol-3-ylamine). Yields the product C1(CCCC1)CC(C(=O)NC1=NN(C=C1)C[C@H]1OC(OC1)(C)C)N1N=CC(=CC1=O)OC1=C(C=CC=C1)CCO (3-cyclopentyl-N-[1-((R)-2,2-dimethyl-[1,3]dioxolan-4-ylmethyl)-1H-pyrazol-3-yl]-2-{4-[2-(2-hydroxy-ethyl)-phenoxy]-6-oxo-6H-pyridazin-1-yl}-propionamide). Reaction SMILES: [CH:1]1([CH2:6][CH:7]([N:11]2[C:16](=[O:17])[CH:15]=[C:14]([O:18][C:19]3[CH:24]=[CH:23][CH:22]=[CH:21][C:20]=3[CH2:25][CH2:26][OH:27])[CH:13]=[N:12]2)[C:8](O)=[O:9])[CH2:5][CH2:4][CH2:3][CH2:2]1.[CH3:28][C:29]1([CH3:41])[O:33][C@H:32]([CH2:34][N:35]2[CH:39]=[CH:38][C:37]([NH2:40])=[N:36]2)[CH2:31][O:30]1>>[CH:1]1([CH2:6][CH:7]([N:11]2[C:16](=[O:17])[CH:15]=[C:14]([O:18][C:19]3[CH:24]=[CH:23][CH:22]=[CH:21][C:20]=3[CH2:25][CH2:26][OH:27])[CH:13]=[N:12]2)[C:8]([NH:40][C:37]2[CH:38]=[CH:39][N:35]([CH2:34][C@@H:32]3[CH2:31][O:30][C:29]([CH3:41])([CH3:28])[O:33]3)[N:36]=2)=[O:9])[CH2:5][CH2:4][CH2:3][CH2:2]1. Procedure: Using the method described in Example 49, 3-cyclopentyl-2-{4-[2-(2-hydroxy-ethyl)-phenoxy]-6-oxo-6H-pyridazin-1-yl}-propionic acid (Intermediate 79) and 1-((R)-2,2-dimethyl-[1,3]dioxolan-4-ylmethyl)-1H-pyrazol-3-ylamine (Intermediate 4) afforded impure 3-cyclopentyl-N-[1-((R)-2,2-dimethyl-[1,3]dioxolan-4-ylmethyl)-1H-pyrazol-3-yl]-2-{4-[2-(2-hydroxy-ethyl)-phenoxy]-6-oxo-6H-pyridazin-1-yl}-propionamide as a white foam as a mixture of diastereomers (0.70 g, 95%). Reactants: O1CCOCC1 (1,4-dioxane), ClC1=NC=C(C(=C1)C(C1=C(C=CC(=C1)F)F)SC1=CC=C(C=C1)Cl)Cl (2,5-Dichloro-4-[(4-chlorophenylthio)-(2,5-difluorophenyl)methyl]pyridine), NCCN1CCOCC1 (4-(2-aminoethyl)morpholine). The solvent is C(C)(=O)OCC (ethyl acetate). Yields the product ClC=1C(=CC(=NC1)NCCN1CCOCC1)C(C1=C(C=CC(=C1)F)F)SC1=CC=C(C=C1)Cl (4-[2-[5-Chloro-4-[(4-chlorophenylthio)-(2,5-difluorophenyl)methyl]pyridin-2-yl]aminoethyl]morpholine). Yield: 10.0%. RXN SMILES: O1CCOCC1.Cl[C:8]1[CH:13]=[C:12]([CH:14]([S:23][C:24]2[CH:29]=[CH:28][C:27]([Cl:30])=[CH:26][CH:25]=2)[C:15]2[CH:20]=[C:19]([F:21])[CH:18]=[CH:17][C:16]=2[F:22])[C:11]([Cl:31])=[CH:10][N:9]=1.[NH2:32][CH2:33][CH2:34][N:35]1[CH2:40][CH2:39][O:38][CH2:37][CH2:36]1>C(OCC)(=O)C>[Cl:31][C:11]1[C:12]([CH:14]([S:23][C:24]2[CH:25]=[CH:26][C:27]([Cl:30])=[CH:28][CH:29]=2)[C:15]2[CH:20]=[C:19]([F:21])[CH:18]=[CH:17][C:16]=2[F:22])=[CH:13][C:8]([NH:32][CH2:33][CH2:34][N:35]2[CH2:40][CH2:39][O:38][CH2:37][CH2:36]2)=[N:9][CH:10]=1. Reported procedure: A 1,4-dioxane (1.0 ml) solution of the 2,5-dichloro-4-[(4-chlorophenylthio)-(2,5-difluorophenyl)methyl]pyridine (100 mg, 0.24 mmol) obtained in Example 54 and 4-(2-aminoethyl)morpholine (200 μl) was stirred at 100° C. for 2 days under a nitrogen atmosphere. After cooling to room temperature, the reaction mixture was diluted with ethyl acetate (40 ml). The diluted mixture was washed with water and brine, dried and concentrated under reduced pressure to give a residue. The resulting residue was pu... Reactants: C(=O)(O)C=1C=NN(C1C(=O)N)C1=CC(=CC=C1)Cl (4-carboxy-1-(3-chlorophenyl)-5-pyrazolecarboxamide), [OH-].C(CCC)[N+](CCCC)(CCCC)CCCC (tetrabutyl ammonium hydroxide). Run in CO (methanol). Reaction conditions: time 30 minute. Yields the product C(CCC)[N+](CCCC)(CCCC)CCCC.C(=O)(O)C=1C=NN(C1C(=O)[NH-])C1=CC(=CC=C1)Cl (4-Carboxy-1-(3-chlorophenyl)-5-pyrazolecarboxamide, tetrabutylammonium salt). As a reaction SMILES: [C:1]([C:4]1[CH:5]=[N:6][N:7]([C:12]2[CH:17]=[CH:16][CH:15]=[C:14]([Cl:18])[CH:13]=2)[C:8]=1[C:9]([NH2:11])=[O:10])([OH:3])=[O:2].[OH-].[CH2:20]([N+:24]([CH2:33][CH2:34][CH2:35][CH3:36])([CH2:29][CH2:30][CH2:31][CH3:32])[CH2:25][CH2:26][CH2:27][CH3:28])[CH2:21][CH2:22][CH3:23]>CO>[CH2:33]([N+:24]([CH2:20][CH2:21][CH2:22][CH3:23])([CH2:25][CH2:26][CH2:27][CH3:28])[CH2:29][CH2:30][CH2:31][CH3:32])[CH2:34][CH2:35][CH3:36].[C:1]([C:4]1[CH:5]=[N:6][N:7]([C:12]2[CH:17]=[CH:16][CH:15]=[C:14]([Cl:18])[CH:13]=2)[C:8]=1[C:9]([NH-:11])=[O:10])([OH:3])=[O:2] |f:1.2,4.5|. Procedure: A 3.26 g. portion of 4-carboxy-1-(3-chlorophenyl)-5-pyrazolecarboxamide wasslurred in 50 ml. of methanol and 12 ml. of 1M tetrabutyl ammonium hydroxide solution was added. The mixture was stirred for 30 minutes, and evaporated to dryness under vacuum to obtain 5.2 g. of product, m.p. 120°-121°. The product was identified by elemental analysis. Conditions: temperature 60 celsius. Yields the product BrC1=CC=2C(N(CCSC2S1)CCCCCl)=O (7-bromo-4-(4-chlorobutyl)-2,3-dihydrothieno[3,2-f]-1,4-thiazepin-5(4H)-one). Run in C(C)(=O)O (acetic acid). Reactants: ClCCCCN1CCSC2=C(C1=O)C=CS2 (4-(4-chlorobutyl)-2,3-dihydrothieno[3,2-f]-1,4-thiazepin-5(4H)-one), BrBr (bromine), O (water). Reported procedure: To a solution of 3.0 g of 4-(4-chlorobutyl)-2,3-dihydrothieno[3,2-f]-1,4-thiazepin-5(4H)-one in 60 ml of acetic acid was added 1.5 ml of bromine with stirring at 60° C. and the mixture was stirred for 20 minutes at the same temperature. The mixture was poured into chilled water and extracted with chloroform. The extract was washed with water, dried over magnesium sulfate and the solvent was distilled off. The resulting crystals were recrystallized from ethanol to give 2.0 g of 7-bromo-4-(4-chlor... RXN SMILES: [Cl:1][CH2:2][CH2:3][CH2:4][CH2:5][N:6]1[C:12](=[O:13])[C:11]2[CH:14]=[CH:15][S:16][C:10]=2[S:9][CH2:8][CH2:7]1.[Br:17]Br.O>C(O)(=O)C>[Br:17][C:15]1[S:16][C:10]2[S:9][CH2:8][CH2:7][N:6]([CH2:5][CH2:4][CH2:3][CH2:2][Cl:1])[C:12](=[O:13])[C:11]=2[CH:14]=1. As a reaction SMILES: C([O:8][C:9]([C@@H:11]1[CH2:15][CH2:14][CH2:13][N:12]1[C:16](=[O:32])[C@H:17]([NH:24][C:25]([O:27][C:28]([CH3:31])([CH3:30])[CH3:29])=[O:26])[C:18]1[CH:23]=[CH:22][CH:21]=[CH:20][CH:19]=1)=[O:10])C1C=CC=CC=1>C(O)C.[Pd]>[C:28]([O:27][C:25]([NH:24][C@H:17]([C:18]1[CH:23]=[CH:22][CH:21]=[CH:20][CH:19]=1)[C:16]([N:12]1[CH2:13][CH2:14][CH2:15][C@H:11]1[C:9]([OH:10])=[O:8])=[O:32])=[O:26])([CH3:31])([CH3:29])[CH3:30]. Reactants: C(C1=CC=CC=C1)OC(=O)[C@H]1N(CCC1)C([C@@H](C1=CC=CC=C1)NC(=O)OC(C)(C)C)=O ((S,R)-1-(2-tert-butoxycarbonylamino-2-phenylacetyl)-pyrrolidine-2-carboxylic acid benzyl ester). Reaction conditions: time 3 hour. The solvent is C(C)O (ethanol). Isolated yield 62.0%. The product is C(C)(C)(C)OC(=O)N[C@@H](C(=O)N1[C@@H](CCC1)C(=O)O)C1=CC=CC=C1 ((S,R)-1-(2-tert-butoxycarbonylamino-2-phenylacetyl)-pyrrolidine-2-carboxylic acid). Reagents/catalysts: [Pd] (Pd/C). Procedure: A mixture of compound 2a (2 mmol) and Pd/C (20 w %) in ethanol (30 mL) was hydrogenated for 3 hrs at atmospheric pressure. The reaction mixture was filtered off and concentrated in vacuo. The crude was taken in toluene and concentrated again, and then in Et2O/petroleum ether and concentrated once more to give compound 3a as a glassy solid in 62% yield over two steps. MS (ESI, EI−) m/z=347 (MH−). Starting materials: CO, CCOC(=O)C1C2CCC(C(O)C2O)N1C(C)c1ccccc1. The product is CCOC(=O)C1NC2CCC1C(O)C2O. As a reaction SMILES: [CH3:24][OH:25].[OH:1][CH:2]1[CH:3]2[CH:4]([C:19](=[O:20])[O:21][CH2:22][CH3:23])[N:5]([CH:11]([c:12]3[cH:13][cH:14][cH:15][cH:16][cH:17]3)[CH3:18])[CH:6]([CH:7]1[OH:8])[CH2:9][CH2:10]2>>[OH:1][CH:2]1[CH:3]2[CH:4]([C:19](=[O:20])[O:21][CH2:22][CH3:23])[NH:5][CH:6]([CH:7]1[OH:8])[CH2:9][CH2:10]2. Run in CC1OCCC1.O (2-methyltetrahydrofuran water), [OH-].[Na+] (NaOH). Procedure: Potassium hydroxide (669 mg, 7.7 mmol) was added to a solution of ethyl (2R)-4-(5-fluoro-4-iodo-2-oxopyridin-1(2H)-yl)-2-methyl-2-(methylsulfonyl)butanoate (691 mg, 1.55 mmol) in 2-methyltetrahydrofuran:water (2:1 22.5 mL) and the solution was stirred at 70° C. for 2 h. The reaction was diluted with 1 N aq NaOH (50 mL). The organics were separated and the aqueous layer was washed with EtOAc (2×50 mL), and acidified to a pH of 3 using 3 M aqueous HCl. The aqueous layer was extracted with EtOAc (3... Reaction conditions: temperature 70 celsius, time 2 hour. The yield is 44.8%. RXN SMILES: [OH-].[K+].[F:3][C:4]1[C:5]([I:24])=[CH:6][C:7](=[O:23])[N:8]([CH2:10][CH2:11][C@@:12]([CH3:22])([S:18]([CH3:21])(=[O:20])=[O:19])[C:13]([O:15]CC)=[O:14])[CH:9]=1>CC1CCCO1.O.[OH-].[Na+]>[F:3][C:4]1[C:5]([I:24])=[CH:6][C:7](=[O:23])[N:8]([CH2:10][CH2:11][C@@:12]([CH3:22])([S:18]([CH3:21])(=[O:20])=[O:19])[C:13]([OH:15])=[O:14])[CH:9]=1 |f:0.1,3.4,5.6|. Starting materials: [OH-].[K+] (Potassium hydroxide), FC=1C(=CC(N(C1)CC[C@](C(=O)OCC)(S(=O)(=O)C)C)=O)I (ethyl (2R)-4-(5-fluoro-4-iodo-2-oxopyridin-1(2H)-yl)-2-methyl-2-(methylsulfonyl)butanoate). Product: FC=1C(=CC(N(C1)CC[C@](C(=O)O)(S(=O)(=O)C)C)=O)I ((2R)-4-(5-Fluoro-4-iodo-2-oxopyridin-1(2H)-yl)-2-methyl-2-(methylsulfonyl)butanoic acid).